This data is from the Open Reaction Database (ORD), a public repository of structured organic reaction records. The task is: describe an organic reaction: reactants, conditions, products, and yield Reactants: ClC=1C=C2C(C(NC2=CC1)=O)(CC(N1CCN(CC1)C1=NC=CN=C1)=O)C1=C(C=CC=C1)OC (5-chloro-3-(2-methoxyphenyl)-3-[2-oxo-2-(4-pyrazine-2-ylpiperazin-1-yl)ethyl]-1,3-dihydro-2H-indol-2-one), COC1=CC(=C(C=C1)S(=O)(=O)Cl)OC(F)(F)F (4-methoxy-2-(trifluoromethoxy)benzene sulfonyl chloride). The product is ClC=1C=C2C(C(N(C2=CC1)S(=O)(=O)C1=C(C=C(C=C1)OC)OC(F)(F)F)=O)(CC(N1CCN(CC1)C1=NC=CN=C1)=O)C1=C(C=CC=C1)OC (5-chloro-3-(2-methoxyphenyl)-1-{[4-methoxy-2-(trifluoromethoxy)phenyl]sulfonyl}-3-[2-oxo-2-(4-pyrazine-2-ylpiperazin-1-yl)ethyl]-1,3-dihydro-2H-indol-2-one). The yield is 92.3%. Reaction SMILES: [Cl:1][C:2]1[CH:3]=[C:4]2[C:8](=[CH:9][CH:10]=1)[NH:7][C:6](=[O:11])[C:5]2([C:27]1[CH:32]=[CH:31][CH:30]=[CH:29][C:28]=1[O:33][CH3:34])[CH2:12][C:13](=[O:26])[N:14]1[CH2:19][CH2:18][N:17]([C:20]2[CH:25]=[N:24][CH:23]=[CH:22][N:21]=2)[CH2:16][CH2:15]1.[CH3:35][O:36][C:37]1[CH:42]=[CH:41][C:40]([S:43](Cl)(=[O:45])=[O:44])=[C:39]([O:47][C:48]([F:51])([F:50])[F:49])[CH:38]=1>>[Cl:1][C:2]1[CH:3]=[C:4]2[C:8](=[CH:9][CH:10]=1)[N:7]([S:43]([C:40]1[CH:41]=[CH:42][C:37]([O:36][CH3:35])=[CH:38][C:39]=1[O:47][C:48]([F:49])([F:50])[F:51])(=[O:45])=[O:44])[C:6](=[O:11])[C:5]2([C:27]1[CH:32]=[CH:31][CH:30]=[CH:29][C:28]=1[O:33][CH3:34])[CH2:12][C:13](=[O:26])[N:14]1[CH2:15][CH2:16][N:17]([C:20]2[CH:25]=[N:24][CH:23]=[CH:22][N:21]=2)[CH2:18][CH2:19]1. Procedure details: With 300 mg of 5-chloro-3-(2-methoxyphenyl)-3-[2-oxo-2-(4-pyrazine-2-ylpiperazin-1-yl)ethyl]-1,3-dihydro-2H-indol-2-one, which is the compound described in Composes IV.1 of the brochure Publication No. WO03/008407, and 201 mg of 4-methoxy-2-(trifluoromethoxy)benzene sulfonyl chloride as starting materials, 424 mg of the title compound (pale yellow amorphous) was obtained by a similar method to Example 2. Starting materials: COC1=CC=C(C=C1)NS(=O)(=O)C1=CC=C(C(=O)OC)C=C1 (Methyl 4-(N-(4-methoxyphenyl)sulfamoyl)-benzoate), C(C1=CC=CC=C1)Br (benzyl bromide). Product: C(C1=CC=CC=C1)N(S(=O)(=O)C1=CC=C(C(=O)O)C=C1)C1=CC=C(C=C1)OC (4-(N-benzyl-N-(4-methoxyphenyl)sulfamoyl)benzoic acid). Reaction SMILES: [CH3:1][O:2][C:3]1[CH:8]=[CH:7][C:6]([NH:9][S:10]([C:13]2[CH:22]=[CH:21][C:16]([C:17]([O:19]C)=[O:18])=[CH:15][CH:14]=2)(=[O:12])=[O:11])=[CH:5][CH:4]=1.[CH2:23](Br)[C:24]1[CH:29]=[CH:28][CH:27]=[CH:26][CH:25]=1>>[CH2:23]([N:9]([C:6]1[CH:7]=[CH:8][C:3]([O:2][CH3:1])=[CH:4][CH:5]=1)[S:10]([C:13]1[CH:14]=[CH:15][C:16]([C:17]([OH:19])=[O:18])=[CH:21][CH:22]=1)(=[O:12])=[O:11])[C:24]1[CH:29]=[CH:28][CH:27]=[CH:26][CH:25]=1. Reported procedure: Prepared as in example 5-10 from Methyl 4-(N-(4-methoxyphenyl)sulfamoyl)-benzoate (example 5-35a) and benzyl bromide MS (M−H, 396); 1H NMR (400 MHz, DMSO-d6): δ, ppm: 3.66 (s, 3H), 4.75 (s, 2H), 6.76 (d, J=8 Hz, 2H), 6.90 (d, J=8 Hz, 2H), 7.23 (m, 5H), 7.74 (d, J=8 Hz, 2H), 8.11 (d, J=8 Hz, 2H), 13.51 (s, 1H). Starting materials: Cl, CC(O)(c1cccc(-c2ccc(F)cc2)c1)c1cn(C(c2ccccc2)(c2ccccc2)c2ccccc2)cn1, c1ccncc1. Product: CC(O)(c1cccc(-c2ccc(F)cc2)c1)c1c[nH]cn1. RXN SMILES: [ClH:41].[F:1][c:2]1[cH:3][cH:4][c:5](-[c:8]2[cH:9][c:10]([C:14]([CH3:15])([OH:16])[c:17]3[n:18][cH:19][n:20]([C:22]([c:23]4[cH:24][cH:25][cH:26][cH:27][cH:28]4)([c:29]4[cH:30][cH:31][cH:32][cH:33][cH:34]4)[c:35]4[cH:36][cH:37][cH:38][cH:39][cH:40]4)[cH:21]3)[cH:11][cH:12][cH:13]2)[cH:6][cH:7]1.[n:42]1[cH:43][cH:44][cH:45][cH:46][cH:47]1>>[F:1][c:2]1[cH:3][cH:4][c:5](-[c:8]2[cH:9][c:10]([C:14]([CH3:15])([OH:16])[c:17]3[n:18][cH:19][nH:20][cH:21]3)[cH:11][cH:12][cH:13]2)[cH:6][cH:7]1. The reactants are OCc1ccc(OC(F)(F)F)c(Br)c1, ClCCl, CN(C)C=O, O=S(Br)Br. Yields the product FC(F)(F)Oc1ccc(CBr)cc1Br. Reaction SMILES: [Br:1][c:2]1[cH:3][c:4]([CH2:13][OH:14])[cH:5][cH:6][c:7]1[O:8][C:9]([F:10])([F:11])[F:12].[Cl:24][CH2:25][Cl:26].[O:15]=[CH:16][N:17]([CH3:18])[CH3:19].[S:20]([Br:21])([Br:22])=[O:23]>>[Br:1][c:2]1[cH:3][c:4]([CH2:13][Br:22])[cH:5][cH:6][c:7]1[O:8][C:9]([F:10])([F:11])[F:12]. Starting materials: C1CCOC1, Cn1nc(NC(=O)Oc2ccccc2)cc1C(F)(F)F, COc1cc2ncnc(Sc3cccc(N)c3)c2cc1OC, CCN(C(C)C)C(C)C. Product: COc1cc2ncnc(Sc3cccc(NC(=O)Nc4cc(C(F)(F)F)n(C)n4)c3)c2cc1OC. Reaction SMILES: [CH2:52]1[O:53][CH2:54][CH2:55][CH2:56]1.[CH3:1][n:2]1[n:3][c:4]([NH:11][C:12]([O:13][c:14]2[cH:15][cH:16][cH:17][cH:18][cH:19]2)=[O:20])[cH:5][c:6]1[C:7]([F:8])([F:9])[F:10].[CH3:21][O:22][c:23]1[cH:24][c:25]2[c:26]([S:35][c:36]3[cH:37][c:38]([NH2:39])[cH:40][cH:41][cH:42]3)[n:27][cH:28][n:29][c:30]2[cH:31][c:32]1[O:33][CH3:34].[CH:43]([N:44]([CH2:45][CH3:46])[CH:47]([CH3:48])[CH3:49])([CH3:50])[CH3:51]>>[CH3:1][n:2]1[n:3][c:4]([NH:11][C:12](=[O:20])[NH:39][c:38]2[cH:37][c:36]([S:35][c:26]3[c:25]4[cH:24][c:23]([O:22][CH3:21])[c:32]([O:33][CH3:34])[cH:31][c:30]4[n:29][cH:28][n:27]3)[cH:42][cH:41][cH:40]2)[cH:5][c:6]1[C:7]([F:8])([F:9])[F:10]. Reactants: OC1=CC=C(C(=C1)C1=CC=CC=C1)C=O (5-hydroxy-[1,1′-biphenyl]-2-carbaldehyde), C(=O)(O)C=P(C1=CC=CC=C1)(C1=CC=CC=C1)C1=CC=CC=C1 ((carboxymethylene)-triphenylphosphorane), C1(=CC=CC=C1)C (toluene). Yields the product OC=1C=CC(=C(C1)C1=CC=CC=C1)/C=C/C(=O)OCC ((E)-ethyl 3-(5-hydroxy-[1,1′-biphenyl]-2-yl)acrylate). As a reaction SMILES: [OH:1][C:2]1[CH:7]=[C:6]([C:8]2[CH:13]=[CH:12][CH:11]=[CH:10][CH:9]=2)[C:5]([CH:14]=O)=[CH:4][CH:3]=1.[C:16]([CH:19]=P(C1C=CC=CC=1)(C1C=CC=CC=1)C1C=CC=CC=1)([OH:18])=[O:17].[C:39]1(C)C=CC=C[CH:40]=1>>[OH:1][C:2]1[CH:3]=[CH:4][C:5](/[CH:14]=[CH:19]/[C:16]([O:18][CH2:39][CH3:40])=[O:17])=[C:6]([C:8]2[CH:9]=[CH:10][CH:11]=[CH:12][CH:13]=2)[CH:7]=1. Reported procedure: A solution of 5-hydroxy-[1,1′-biphenyl]-2-carbaldehyde (651) (292 mg, 1.47 mmol) and (carboxymethylene)-triphenylphosphorane (564.5 mg, 1.62 mmol) in toluene (15 mL) was refluxed for 24 hours. The reaction was concentrated in vacuo and was purified by flash column chromatography on silica gel with hexanes and EtOAc (30%) to give (E)-ethyl 3-(5-hydroxy-[1,1′-biphenyl]-2-yl)acrylate (652). Reactants: C(C)(C)(C)OC(=O)N[C@@H]1C(N(CC1)NC1CCN(CC1)C1=CC=NC=C1)=O ((3S)-3-(tert-butoxycarbonylamino)-1-[1-(4-pyridyl)-4-piperidinylamino]-2-pyrrolidone), ClC1=CC=C2C=CC(=CC2=C1)S(=O)(=O)Cl (7-chlornaphthalene-2-sulfonyl chloride). Product: ClC1=CC=C2C=CC(=CC2=C1)S(=O)(=O)N[C@@H]1C(N(CC1)NC1CCN(CC1)C1=CC=NC=C1)=O ((3S)-3-(7-Chloronaphthalene-2-sulfonylamino)-1-[1-(4-pyridyl)-4-piperidinylamino}-2-pyrrolidone). The yield is 30.0%. Reaction SMILES: C(OC([NH:8][C@H:9]1[CH2:13][CH2:12][N:11]([NH:14][CH:15]2[CH2:20][CH2:19][N:18]([C:21]3[CH:26]=[CH:25][N:24]=[CH:23][CH:22]=3)[CH2:17][CH2:16]2)[C:10]1=[O:27])=O)(C)(C)C.[Cl:28][C:29]1[CH:38]=[C:37]2[C:32]([CH:33]=[CH:34][C:35]([S:39](Cl)(=[O:41])=[O:40])=[CH:36]2)=[CH:31][CH:30]=1>>[Cl:28][C:29]1[CH:38]=[C:37]2[C:32]([CH:33]=[CH:34][C:35]([S:39]([NH:8][C@H:9]3[CH2:13][CH2:12][N:11]([NH:14][CH:15]4[CH2:16][CH2:17][N:18]([C:21]5[CH:22]=[CH:23][N:24]=[CH:25][CH:26]=5)[CH2:19][CH2:20]4)[C:10]3=[O:27])(=[O:41])=[O:40])=[CH:36]2)=[CH:31][CH:30]=1. Procedure: Similarly to Example 86 and using (3S)-3-(tert-butoxycarbonylamino)-1-[1-(4-pyridyl)-4-piperidinylamino]-2-pyrrolidone (220 mg) and 7-chlornaphthalene-2-sulfonyl chloride (170 mg), the title compound (88 mg) was obtained as colorless crystals. Starting materials: C1CCOC1, CN(C)CCCN, CC1(C)CN1P(=S)(Br)N1CC1(C)C. Product: CN(C)CCCNP(=S)(N1CC1(C)C)N1CC1(C)C. Reaction SMILES: [CH2:21]1[O:22][CH2:23][CH2:24][CH2:25]1.[CH3:14][N:15]([CH2:16][CH2:17][CH2:18][NH2:19])[CH3:20].[CH3:1][C:2]1([CH3:13])[N:3]([P:5](=[S:6])([N:7]2[C:8]([CH3:10])([CH3:11])[CH2:9]2)[Br:12])[CH2:4]1>>[CH3:1][C:2]1([CH3:13])[N:3]([P:5](=[S:6])([N:7]2[C:8]([CH3:10])([CH3:11])[CH2:9]2)[NH:19][CH2:18][CH2:17][CH2:16][N:15]([CH3:14])[CH3:20])[CH2:4]1. The reactants are Cl.C(=N)N (formamidine hydrochloride), [O-]CC.[Na+] (sodium ethoxide), CN(C)C=C1C(CN(C1)C(C1=CC=CC=C1)(C1=CC=CC=C1)C1=CC=CC=C1)=O (4-[(dimethylamino)methylene]-1-tritylpyrrolidin-3-one), CN(C)C=C1C(CN(C1)C(C1=CC=CC=C1)(C1=CC=CC=C1)C1=CC=CC=C1)=O (4-[(dimethylamino)methylene]-1-tritylpyrrolidin-3-one). Solvent: C(C)(=O)OCC (ethyl acetate), C(C)O (ethanol). Run at temperature 80 celsius, time 2.5 hour. Product: N1=CN=CC2=C1CNC2 (6,7-Dihydro-5H-pyrrolo[3,4-d]pyrimidine). As a reaction SMILES: Cl.[CH:2]([NH2:4])=[NH:3].[O-]CC.[Na+].CN([CH:12]=[C:13]1[CH2:17][N:16](C(C2C=CC=CC=2)(C2C=CC=CC=2)C2C=CC=CC=2)[CH2:15][C:14]1=O)C>C(O)C.C(OCC)(=O)C>[N:3]1[C:14]2[CH2:15][NH:16][CH2:17][C:13]=2[CH:12]=[N:4][CH:2]=1 |f:0.1,2.3|. Procedure: To a solution of formamidine hydrochloride (190 mg) in anhydrous ethanol (25.0 mL) under nitrogen were added sodium ethoxide (21% wt in ethanol, 1.2 mL) and 4-[(dimethylamino)methylene]-1-tritylpyrrolidin-3-one (300 mg, prepared as described for Step B, Intermediate 4). The mixture was refluxed at 80° C. for 8 h. The reaction mixture was cooled to ambient temperature and diluted with ethyl acetate. The organic layer was washed sequentially with 5% aqueous citric acid solution and brine, dried ov... Reaction conditions: temperature 0 celsius, time 30 minute. As a reaction SMILES: [CH3:1]I.[Mg].C[C:5]1[C:12]([F:13])=[C:11]([F:14])[C:8]([CH:9]=[O:10])=[C:7]([F:15])[C:6]=1[F:16].[Cl-].[NH4+]>C(OCC)C>[CH3:1][CH:9]([OH:10])[C:8]1[C:7]([F:15])=[C:6]([F:16])[CH:5]=[C:12]([F:13])[C:11]=1[F:14] |f:3.4|. Solvent: C(C)OCC (ethyl ether), C(C)OCC (ethyl ether). Reactants: CC1=C(C(=C(C=O)C(=C1F)F)F)F (4-methyl-2,3,5,6-tetra fluorobenzaldehyde), [Cl-].[NH4+] (ammonium chloride), 3, CI (methyl iodide), [Mg] (magnesium). Product: CC(C1=C(C(=CC(=C1F)F)F)F)O (methyl-2,3,5,6-tetrafluoro-benzyl alcohol). Procedure details: 3 2 ml of methyl iodide were introduced over the course of 30 minutes into a suspension of 1 g of magnesium and 30 ml of ethyl ether and the mixture was stirred for 30 minutes. The mixture was cooled to 0° C. and 4 g of 4-methyl-2,3,5,6-tetra fluorobenzaldehyde and 100 ml of ethyl ether were introduced over the course of 30 minutes. The reaction mixture was stirred for 1 hour at 0° C. and was poured into 150 ml of a saturated aqueous ammonium chloride solution. Extraction was carried out with et...